Dataset: the Open Reaction Database (ORD), a public repository of structured organic reaction records. Task: describe an organic reaction: reactants, conditions, products, and yield The reactants are Cl.O=C1N(C=CC(=C1)CN1C=NC=C1CC1=CC=C(C#N)C=C1)C1=CC=CC=C1 (4-[3-(2-oxo-1-phenyl-1,2-dihydropyridin-4-ylmethyl)-3H-imidazol-4-ylmethyl]benzonitrile, hydrochloride), BrC1=NC=CC=C1 (2-bromopyridine), IC1=CC=CC=C1 (iodobenzene). The product is Cl.O=C1N(C=CC(=C1)CN1C=NC=C1CC1=CC=C(C#N)C=C1)C1=NC=CC=C1 (4-[3-(2-Oxo-2H-[1,2']bipyridinyl-4-ylmethyl)-3H-imidazol-4-ylmethyl]-benzonitrile hydrochloride salt). Reaction SMILES: [ClH:1].[O:2]=[C:3]1[CH:8]=[C:7]([CH2:9][N:10]2[C:14]([CH2:15][C:16]3[CH:23]=[CH:22][C:19]([C:20]#[N:21])=[CH:18][CH:17]=3)=[CH:13][N:12]=[CH:11]2)[CH:6]=[CH:5][N:4]1[C:24]1[CH:29]=[CH:28][CH:27]=[CH:26]C=1.BrC1C=CC=C[N:32]=1.IC1C=CC=CC=1>>[ClH:1].[O:2]=[C:3]1[CH:8]=[C:7]([CH2:9][N:10]2[C:14]([CH2:15][C:16]3[CH:23]=[CH:22][C:19]([C:20]#[N:21])=[CH:18][CH:17]=3)=[CH:13][N:12]=[CH:11]2)[CH:6]=[CH:5][N:4]1[C:24]1[CH:29]=[CH:28][CH:27]=[CH:26][N:32]=1 |f:0.1,4.5|. Procedure details: 4-[3-(2-Oxo-2H-[1,2']bipyridinyl-4-ylmethyl)-3H-imidazol-4-ylmethyl]-benzonitrile hydrochloride salt was prepared in a manner substantially similar to the procedure described above for 4-[3-(2-oxo-1-phenyl-1,2-dihydropyridin-4-ylmethyl)-3H-imidazol-4-ylmethyl]benzonitrile, hydrochloride, but substituting 2-bromopyridine for the iodobenzene in Step 3.